Dataset: the Open Reaction Database (ORD), a public repository of structured organic reaction records. Task: describe an organic reaction: reactants, conditions, products, and yield The reactants are Br.BrCCC1=C(N=C2N(C1=O)C(=CS2)C)C (6-(2-bromoethyl)-3,7-dimethyl-5H-thiazolo[3,2-a]pyrimidin-5-one monohydrobromide), FC1=CC=C(C=C1)C(=C1CCNCC1)C1=CC=C(C=C1)F (4-[bis(4-fluorophenyl)methylene]piperidine), C[O-].[Na+] (sodium methoxide), C([O-])([O-])=O.[Na+].[Na+] (sodium carbonate). The solvent is CC(CC(C)=O)C (4-methyl-2-pentanone), O (water). The product is FC1=CC=C(C=C1)C(=C1CCN(CC1)CCC1=C(N=C2N(C1=O)C(=CS2)C)C)C2=CC=C(C=C2)F (6-[2-[4-[bis(4-fluorophenyl)methylene]-1-piperidinyl]ethyl]-3,7-dimethyl-5H-thiazolo[3,2-a]pyrimidin-5-one). The yield is 72.8%. As a reaction SMILES: Br.Br[CH2:3][CH2:4][C:5]1[C:10](=[O:11])[N:9]2[C:12]([CH3:15])=[CH:13][S:14][C:8]2=[N:7][C:6]=1[CH3:16].[F:17][C:18]1[CH:23]=[CH:22][C:21]([C:24]([C:31]2[CH:36]=[CH:35][C:34]([F:37])=[CH:33][CH:32]=2)=[C:25]2[CH2:30][CH2:29][NH:28][CH2:27][CH2:26]2)=[CH:20][CH:19]=1.C[O-].[Na+].C(=O)([O-])[O-].[Na+].[Na+]>O.CC(C)CC(=O)C>[F:37][C:34]1[CH:35]=[CH:36][C:31]([C:24]([C:21]2[CH:20]=[CH:19][C:18]([F:17])=[CH:23][CH:22]=2)=[C:25]2[CH2:30][CH2:29][N:28]([CH2:3][CH2:4][C:5]3[C:10](=[O:11])[N:9]4[C:12]([CH3:15])=[CH:13][S:14][C:8]4=[N:7][C:6]=3[CH3:16])[CH2:27][CH2:26]2)=[CH:32][CH:33]=1 |f:0.1,3.4,5.6.7|. Reported procedure: A mixture of 5.6 parts of 6-(2-bromoethyl)-3,7-dimethyl-5H-thiazolo[3,2-a]pyrimidin-5-one monohydrobromide, 3.5 parts of 4-[bis(4-fluorophenyl)methylene]piperidine, 1 part of a sodium methoxide solution 30%, 8 parts of sodium carbonate and 240 parts of 4-methyl-2-pentanone was stirred and refluxed for 20 hours using a water-separator. The reaction mixture was filtered while hot and the filtrate was evaporated. The residue was purified by column-chromatography over silica gel using a mixture of t... The reactants are CN=C=O (methyl isocyanate), O1C(=CC=C1)CN (furan-2-ylmethylamine). Solvent: CO (methanol), CO (methanol). Run at time 3 hour. Product: O1C(=CC=C1)CNC(=O)NC (N-(furan-2-ylmethyl)-N'-methylurea). The yield is 89.1%. As a reaction SMILES: [CH3:1][N:2]=[C:3]=[O:4].[O:5]1[CH:9]=[CH:8][CH:7]=[C:6]1[CH2:10][NH2:11]>CO>[O:5]1[CH:9]=[CH:8][CH:7]=[C:6]1[CH2:10][NH:11][C:3]([NH:2][CH3:1])=[O:4]. Procedure details: A solution of methyl isocyanate (34.0 g) in methanol (30 ml) was added dropwise to a solution of furan-2-ylmethylamine (57.9 g) in methanol (300 ml) at 5° to 15° C. After being stirred at room temperature for three hours, the solvent was evaporated in vacuo. The residue was treated with diisopropyl ether (400 ml) to give N-(furan-2-ylmethyl)-N'-methylurea (81.9 g). Reactants: C1CCOC1, CC=C(C)C, CC(C)(C)O, [O-][Cl+][O-], Cc1nc(Cl)c(C=O)[nH]1, [Na+], [Na+], O, O, O=P([O-])(O)O. Product: Cc1nc(Cl)c(C(=O)O)[nH]1. RXN SMILES: [CH2:27]1[O:28][CH2:29][CH2:30][CH2:31]1.[CH3:21][C:22](=[CH:23][CH3:24])[CH3:25].[CH3:32][C:33]([OH:34])([CH3:35])[CH3:36].[Cl+:1]([O-:2])[O-:3].[Cl:12][c:13]1[n:14][c:15]([CH3:20])[nH:16][c:17]1[CH:18]=[O:19].[Na+:11].[Na+:4].[OH2:26].[OH2:5].[P:6]([O-:7])([OH:8])([OH:9])=[O:10]>>[OH:5][C:18]([c:17]1[c:13]([Cl:12])[n:14][c:15]([CH3:20])[nH:16]1)=[O:19]. The reactants are NC1=NC(=C(C(=N1)S(=O)C)C#N)C=1OC(=CC1)C (2-amino-4-methanesulfinyl-6-(5-methyl-furan-2-yl)-pyrimidine-5-carbonitrile), CC=1C(=NC=CC1)CO (3-methyl-2-pyridinemethanol), C1CCC2=NCCCN2CC1 (DBU). The solvent is COCCOC (DME). The product is NC1=NC(=C(C(=N1)C=1OC(=CC1)C)C#N)OCC1=NC=CC=C1C (2-Amino-4-(5-methyl-furan-2-yl)-6-(3-methyl-pyridin-2-ylmethoxy)-pyrimidine-5-carbonitrile). As a reaction SMILES: [NH2:1][C:2]1[N:7]=[C:6](S(C)=O)[C:5]([C:11]#[N:12])=[C:4]([C:13]2[O:14][C:15]([CH3:18])=[CH:16][CH:17]=2)[N:3]=1.[CH3:19][C:20]1[C:21]([CH2:26][OH:27])=[N:22][CH:23]=[CH:24][CH:25]=1.C1CCN2C(=NCCC2)CC1>COCCOC>[NH2:1][C:2]1[N:3]=[C:4]([C:13]2[O:14][C:15]([CH3:18])=[CH:16][CH:17]=2)[C:5]([C:11]#[N:12])=[C:6]([O:27][CH2:26][C:21]2[C:20]([CH3:19])=[CH:25][CH:24]=[CH:23][N:22]=2)[N:7]=1. Procedure details: From 2-amino-4-methanesulfinyl-6-(5-methyl-furan-2-yl)-pyrimidine-5-carbonitrile, 3-methyl-2-pyridinemethanol and DBU in DME. ES-MS m/e (%): 322 (M+H+, 100). Starting materials: COc1cc(CC(=O)O)c([N+](=O)[O-])cc1OC, CCO, COc1cc2c(cc1OC)CC(N(C)CCCN)CC2. Product: COc1cc2c(cc1OC)CC(N(C)CCCNC(=O)Cc1cc(OC)c(OC)cc1[N+](=O)[O-])CC2. RXN SMILES: [CH3:1][O:2][c:3]1[cH:4][c:5]([N+:15](=[O:16])[O-:17])[c:6]([CH2:11][C:12](=[O:13])[OH:14])[cH:7][c:8]1[O:9][CH3:10].[CH3:38][CH2:39][OH:40].[NH2:18][CH2:19][CH2:20][CH2:21][N:22]([CH:23]1[CH2:24][c:25]2[cH:26][c:27]([O:35][CH3:36])[c:28]([O:33][CH3:34])[cH:29][c:30]2[CH2:31][CH2:32]1)[CH3:37]>>[CH3:1][O:2][c:3]1[cH:4][c:5]([N+:15](=[O:16])[O-:17])[c:6]([CH2:11][C:12](=[O:14])[NH:18][CH2:19][CH2:20][CH2:21][N:22]([CH:23]2[CH2:24][c:25]3[cH:26][c:27]([O:35][CH3:36])[c:28]([O:33][CH3:34])[cH:29][c:30]3[CH2:31][CH2:32]2)[CH3:37])[cH:7][c:8]1[O:9][CH3:10].